From a dataset of the Open Reaction Database (ORD), a public repository of structured organic reaction records. describe an organic reaction: reactants, conditions, products, and yield Reactants: BrC(C)C (2-Bromopropane), CN(C=O)C (dimethylformamide), COC1=CC=C(C=C1)C=1N=C(NC1C1=CC=NC=C1)S (4-(4-Methoxyphenyl)-5-(4-pyridyl)-2-mercaptoimidazole), CN(C=O)C (dimethylformamide), [H-].[Na+] (sodium hydride). Solvent: O (water). Run at time 8 hour. The product is CC(C)SC=1NC(=C(N1)C1=CC=C(C=C1)OC)C1=CC=NC=C1 (2-(2-Propylthio)-4-(4-Methoxyphenyl)-5-(4-Pyridyl)Imidazole). RXN SMILES: [CH3:1][O:2][C:3]1[CH:8]=[CH:7][C:6]([C:9]2[N:10]=[C:11]([SH:20])[NH:12][C:13]=2[C:14]2[CH:19]=[CH:18][N:17]=[CH:16][CH:15]=2)=[CH:5][CH:4]=1.CN(C)C=O.[H-].[Na+].Br[CH:29]([CH3:31])[CH3:30]>O>[CH3:30][CH:29]([S:20][C:11]1[NH:12][C:13]([C:14]2[CH:19]=[CH:18][N:17]=[CH:16][CH:15]=2)=[C:9]([C:6]2[CH:5]=[CH:4][C:3]([O:2][CH3:1])=[CH:8][CH:7]=2)[N:10]=1)[CH3:31] |f:2.3|. Reported procedure: 4-(4-Methoxyphenyl)-5-(4-pyridyl)-2-mercaptoimidazole (2.2 g, 8 mm) was covered with 25 ml of dimethylformamide and sodium hydride (13 mm) was added. 2-Bromopropane (1.10 g, 9.5 mm) was added in a dimethylformamide solution (20 ml) and the reaction was allowed to stir at room temperature overnight. Pouring the solution into water precipitated the product which was taken up in chloroform, dried and evaporated to an oil which crystallized by the addition of ether. Yield of the title product was 1.... Starting materials: COc1cc(C(=O)N2CCC(CCN3CCC(C(N)=O)(c4ccccc4)CC3)(c3ccc(Cl)c(Cl)c3)C2)cc(OC)c1OC, O=C(OO)c1cccc(Cl)c1, ClCCl. Yields the product COc1cc(C(=O)N2CCC(CCN3CCC(C(=O)[NH2+][O-])(c4ccccc4)CC3)(c3ccc(Cl)c(Cl)c3)C2)cc(OC)c1OC. RXN SMILES: [Cl:1][c:2]1[cH:3][c:4]([C:9]2([CH2:28][CH2:29][N:30]3[CH2:31][CH2:32][C:33]([C:36](=[O:37])[NH2:38])([c:39]4[cH:40][cH:41][cH:42][cH:43][cH:44]4)[CH2:34][CH2:35]3)[CH2:10][N:11]([C:14]([c:15]3[cH:16][c:17]([O:25][CH3:26])[c:18]([O:23][CH3:24])[c:19]([O:21][CH3:22])[cH:20]3)=[O:27])[CH2:12][CH2:13]2)[cH:5][cH:6][c:7]1[Cl:8].[Cl:45][c:46]1[cH:47][cH:48][cH:49][c:50]([C:51]([O:52][OH:54])=[O:53])[cH:55]1.[Cl:56][CH2:57][Cl:58]>>[Cl:1][c:2]1[cH:3][c:4]([C:9]2([CH2:28][CH2:29][N:30]3[CH2:31][CH2:32][C:33]([C:36](=[O:37])[NH2+:38][O-:53])([c:39]4[cH:40][cH:41][cH:42][cH:43][cH:44]4)[CH2:34][CH2:35]3)[CH2:10][N:11]([C:14]([c:15]3[cH:16][c:17]([O:25][CH3:26])[c:18]([O:23][CH3:24])[c:19]([O:21][CH3:22])[cH:20]3)=[O:27])[CH2:12][CH2:13]2)[cH:5][cH:6][c:7]1[Cl:8]. Reactants: CN(C)C=O, NC(=O)c1cn(CC2CCOCC2)c2c(Cl)cccc12, O, O=P(Cl)(Cl)Cl. The product is N#Cc1cn(CC2CCOCC2)c2c(Cl)cccc12. As a reaction SMILES: [CH3:27][N:28]([CH3:29])[CH:30]=[O:31].[Cl:6][c:7]1[cH:8][cH:9][cH:10][c:11]2[c:12]([C:23](=[O:24])[NH2:25])[cH:13][n:14]([CH2:16][CH:17]3[CH2:18][CH2:19][O:20][CH2:21][CH2:22]3)[c:15]12.[OH2:26].[P:1]([Cl:2])([Cl:3])([Cl:4])=[O:5]>>[Cl:6][c:7]1[cH:8][cH:9][cH:10][c:11]2[c:12]([C:23]#[N:25])[cH:13][n:14]([CH2:16][CH:17]3[CH2:18][CH2:19][O:20][CH2:21][CH2:22]3)[c:15]12. Reactants: BrC1=CC=C(C=C1)C1=CC=C(C=C1)CC(C)=O ((4′-Bromobiphenyl-4-yl)acetone), [BH4-].[Na+] (sodium borohydride). The solvent is C(C)O (ethanol). Conditions: time 30 minute. Product: BrC1=CC=C(C=C1)C1=CC=C(C=C1)CC(C)O (1-(4′-Bromobiphenyl-4-yl)propan-2-ol). Yield: 100.0%. Reaction SMILES: [Br:1][C:2]1[CH:7]=[CH:6][C:5]([C:8]2[CH:13]=[CH:12][C:11]([CH2:14][C:15](=[O:17])[CH3:16])=[CH:10][CH:9]=2)=[CH:4][CH:3]=1.[BH4-].[Na+]>C(O)C>[Br:1][C:2]1[CH:3]=[CH:4][C:5]([C:8]2[CH:13]=[CH:12][C:11]([CH2:14][CH:15]([OH:17])[CH3:16])=[CH:10][CH:9]=2)=[CH:6][CH:7]=1 |f:1.2|. Procedure details: (4′-Bromobiphenyl-4-yl)acetone (7.6 g, 26 mmol) was dissolved in ethanol (250 mL), and sodium borohydride (1.2 g, 32 mmol) was added at 0° C., followed by stirring at the same temperature for 30 minutes. After the reaction solution was concentrated under reduced pressure, ethyl acetate was added to the resulting residue, and the organic layer was washed with water. After the solvent was distilled off under reduced pressure, the resulting residue was purified by chromatography on a silica gel col...